From a dataset of the Open Reaction Database (ORD), a public repository of structured organic reaction records. describe an organic reaction: reactants, conditions, products, and yield Product: COc1cncc(Br)c1. The reactants are Brc1cncc(Br)c1, CO, CN(C)C=O, [Na], O. As a reaction SMILES: [Br:9][c:10]1[cH:11][n:12][cH:13][c:14]([Br:15])[cH:16]1.[CH3:2][OH:3].[CH3:4][N:5]([CH:6]=[O:7])[CH3:8].[Na:1].[OH2:17]>>[CH3:6][O:7][c:14]1[cH:13][n:12][cH:11][c:10]([Br:9])[cH:16]1. The reactants are COC1=C(C=CC=C1)C(CC)(O)C1=CC=C(C=C1)O (1-(2-methoxyphenyl)-1-(4-hydroxyphenyl)-propan-1-ol), [I-].[K+] (potassium iodide), C1(=CC=CC=C1)CCCBr (3-phenylpropyl bromide), C([O-])([O-])=O.[K+].[K+] (potassium carbonate). The solvent is CC(=O)C (acetone). The product is COC1=C(C=CC=C1)C(CC)(O)C1=CC=C(C=C1)OCCCC1=CC=CC=C1 (1-(2-Methoxyphenyl)-1-[4-(3-phenylpropoxy)-phenyl]-propan-1-ol). As a reaction SMILES: [CH3:1][O:2][C:3]1[CH:8]=[CH:7][CH:6]=[CH:5][C:4]=1[C:9]([C:13]1[CH:18]=[CH:17][C:16]([OH:19])=[CH:15][CH:14]=1)([OH:12])[CH2:10][CH3:11].[C:20]1([CH2:26][CH2:27][CH2:28]Br)[CH:25]=[CH:24][CH:23]=[CH:22][CH:21]=1.C(=O)([O-])[O-].[K+].[K+].[I-].[K+]>CC(C)=O>[CH3:1][O:2][C:3]1[CH:8]=[CH:7][CH:6]=[CH:5][C:4]=1[C:9]([C:13]1[CH:18]=[CH:17][C:16]([O:19][CH2:28][CH2:27][CH2:26][C:20]2[CH:25]=[CH:24][CH:23]=[CH:22][CH:21]=2)=[CH:15][CH:14]=1)([OH:12])[CH2:10][CH3:11] |f:2.3.4,5.6|. Reported procedure: 6.45 g. of 1-(2-methoxyphenyl)-1-(4-hydroxyphenyl)-propan-1-ol, 5.5 g. of 3-phenylpropyl bromide, 6.5 g. of anhydrous potassium carbonate, 0.5 g. of potassium iodide and 65 ml. of dry acetone are slightly boiled for 15 hours, with stirring. After cooling, acetone is distilled off under reduced pressure, to the residue water is added and it is extracted with benzene. The organic phase is washed to neutral with water, a 5% aqueous sodium hydroxide solution and again water. After drying over anhydr... Starting materials: C=C(C)C(C(=O)O)N1C(=O)C(NC(=O)Cc2ccccc2)C1SN1C(=O)c2ccccc2C1=O, CCOC(C)=O, CCOCC, C=[N+]=[N-], Cc1ccccc1. The product is C=C(C)C(C(=O)OC)N1C(=O)C(NC(=O)Cc2ccccc2)C1SN1C(=O)c2ccccc2C1=O. As a reaction SMILES: [C:1](=[O:2])([OH:3])[CH:4]([C:5](=[CH2:6])[CH3:7])[N:8]1[C:9](=[O:34])[CH:10]([NH:24][C:25]([CH2:26][c:27]2[cH:28][cH:29][cH:30][cH:31][cH:32]2)=[O:33])[CH:11]1[S:12][N:13]1[C:14](=[O:23])[c:15]2[c:16]([cH:19][cH:20][cH:21][cH:22]2)[C:17]1=[O:18].[C:38]([O:39][CH2:40][CH3:41])(=[O:42])[CH3:43].[CH3:51][CH2:52][O:53][CH2:54][CH3:55].[N+:35](=[N-:36])=[CH2:37].[c:44]1([CH3:45])[cH:46][cH:47][cH:48][cH:49][cH:50]1>>[C:1]([O:2][CH3:37])(=[O:3])[CH:4]([C:5](=[CH2:6])[CH3:7])[N:8]1[C:9](=[O:34])[CH:10]([NH:24][C:25]([CH2:26][c:27]2[cH:28][cH:29][cH:30][cH:31][cH:32]2)=[O:33])[CH:11]1[S:12][N:13]1[C:14](=[O:23])[c:15]2[c:16]([cH:19][cH:20][cH:21][cH:22]2)[C:17]1=[O:18]. Reactants: CC(=O)O (AcOH), [OH-].[Na+] (NaOH), BrBr (Br2), Br[O-] (hypobromite), COC12CC3(CC(CC3C1)C2)C(C)=O (1-(1-methoxytricyclo[3.3.1.03,7]non-3-yl)ethanone). Solvent: O1CCOCC1 (1,4 dioxane), O (H2O), O (water), O1CCOCC1 (1,4-dioxane). Reaction conditions: time 5 minute. Yields the product COC12CC3(CC(CC3C1)C2)C(=O)O (1-methoxytricyclo[3.3.1.03,7]nonane-3-carboxylic acid). Yield: 67.6%. RXN SMILES: [OH-].[Na+].BrBr.Br[O-].[CH3:7][O:8][C:9]12[CH2:17][CH:13]3[CH2:14][CH:15]([CH2:16]1)[C:11]([C:18](=[O:20])C)([CH2:12]3)[CH2:10]2.CC(O)=[O:23]>O1CCOCC1.O>[CH3:7][O:8][C:9]12[CH2:17][CH:13]3[CH2:14][CH:15]([CH2:16]1)[C:11]([C:18]([OH:20])=[O:23])([CH2:12]3)[CH2:10]2 |f:0.1|. Reported procedure: To a mixture of NaOH (5.8 g, 147 mmol), H2O (40.0 mL) and 1,4 dioxane (10 mL) at ice bath temperature was added Br2 (2.8 mL, 55.0 mmol) and stirred for 5 minutes. The resulting hypobromite solution was added drop-wise to a stirred solution of 1-(1-methoxytricyclo[3.3.1.03,7]non-3-yl)ethanone obtained from step III (1.9 g, 9.8 mmol), in 1,4-dioxane (10 mL) at ice bath temperature. The reaction mixture was gradually warmed to room temperature and stirred for 1 h. The reaction mixture was cooled to...